This data is from the Open Reaction Database (ORD), a public repository of structured organic reaction records. The task is: describe an organic reaction: reactants, conditions, products, and yield Reactants: FC1=C(C=CC=C1F)CCCCCCCCC (2,3-Difluoro-1-nonylbenzene), C(CCC)[Li] (n-butyllithium), B(OC(C)C)(OC(C)C)OC(C)C (triisopropyl borate). Yields the product C(CCCCCCCC)C1=C(C(=C(C=C1)B(O)O)F)F (4-n-Nonyl-2,3-difluorophenyl boronic acid). Reaction SMILES: [F:1][C:2]1[C:7]([F:8])=[CH:6][CH:5]=[CH:4][C:3]=1[CH2:9][CH2:10][CH2:11][CH2:12][CH2:13][CH2:14][CH2:15][CH2:16][CH3:17].C([Li])CCC.[B:23](OC(C)C)([O:28]C(C)C)[O:24]C(C)C>>[CH2:9]([C:3]1[CH:4]=[CH:5][C:6]([B:23]([OH:28])[OH:24])=[C:7]([F:8])[C:2]=1[F:1])[CH2:10][CH2:11][CH2:12][CH2:13][CH2:14][CH2:15][CH2:16][CH3:17]. Procedure: Quantities: compound from Example 26 (35.5 g, 0.15 mol), n-butyllithium (15 cm3, 10M in hexanes, 0.15 mol) and triisopropyl borate (56.4 g, 0.3 mol). The experimental procedure was as described in Example 28. Product: CC1CN(CCCC(c2ccc(F)cc2)c2ccc(F)cc2)CCC1n1c(=O)[nH]c2cc(Cl)ccc21. Reaction SMILES: [CH3:47][CH:48]([CH3:49])[CH2:50][C:51](=[O:52])[CH3:53].[Cl:1][c:2]1[cH:3][c:4]2[c:5]([n:6]([CH:10]3[CH:11]([CH3:16])[CH2:12][NH:13][CH2:14][CH2:15]3)[c:7](=[O:9])[nH:8]2)[cH:17][cH:18]1.[Cl:27][CH2:28][CH2:29][CH2:30][CH:31]([c:32]1[cH:33][cH:34][c:35]([F:38])[cH:36][cH:37]1)[c:39]1[cH:40][cH:41][c:42]([F:45])[cH:43][cH:44]1.[I-:26].[K+:25].[Na+:19].[Na+:20].[O-:21][C:22](=[O:23])[O-:24].[OH2:46]>>[Cl:1][c:2]1[cH:3][c:4]2[c:5]([n:6]([CH:10]3[CH:11]([CH3:16])[CH2:12][N:13]([CH2:28][CH2:29][CH2:30][CH:31]([c:32]4[cH:33][cH:34][c:35]([F:38])[cH:36][cH:37]4)[c:39]4[cH:40][cH:41][c:42]([F:45])[cH:43][cH:44]4)[CH2:14][CH2:15]3)[c:7](=[O:9])[nH:8]2)[cH:17][cH:18]1. Reactants: CC(=O)CC(C)C, CC1CNCCC1n1c(=O)[nH]c2cc(Cl)ccc21, Fc1ccc(C(CCCCl)c2ccc(F)cc2)cc1, [I-], [K+], [Na+], [Na+], O=C([O-])[O-], O. Starting materials: O=C1C(=C(C1=O)NC1=C(C=C(C#N)C=C1)CC)N[C@@H](C(C)(C)C)C ((+)-(R)-4-[3,4-Dioxo-2-(1,2,2-trimethyl-propylamino)-cyclobut-1-enylamino]-3-ethylbenzonitrile), C(C)(=O)OC(C)=O (acetic anhydride). The solvent is N1=CC=CC=C1 (pyridine). Run at time 24 hour. Product: C(#N)C1=CC(=C(C=C1)N(C(C)=O)C1=C(C(C1=O)=O)N[C@@H](C(C)(C)C)C)CC ((R)-(-)-N-(4-Cyano-2-ethyl-phenyl)-N-[3,4-dioxo-2-(1,2,2-trimethyl-propylamino)-cyclobut-1-enyl]-acetamide), white solid. Yield: 71.0%. RXN SMILES: [O:1]=[C:2]1[C:5](=[O:6])[C:4]([NH:7][C:8]2[CH:15]=[CH:14][C:11]([C:12]#[N:13])=[CH:10][C:9]=2[CH2:16][CH3:17])=[C:3]1[NH:18][C@H:19]([CH3:24])[C:20]([CH3:23])([CH3:22])[CH3:21].[C:25](OC(=O)C)(=[O:27])[CH3:26]>N1C=CC=CC=1>[C:12]([C:11]1[CH:14]=[CH:15][C:8]([N:7]([C:4]2[C:5](=[O:6])[C:2](=[O:1])[C:3]=2[NH:18][C@H:19]([CH3:24])[C:20]([CH3:22])([CH3:21])[CH3:23])[C:25](=[O:27])[CH3:26])=[C:9]([CH2:16][CH3:17])[CH:10]=1)#[N:13]. Reported procedure: (+)-(R)-4-[3,4-Dioxo-2-(1,2,2-trimethyl-propylamino)-cyclobut-1-enylamino]-3-ethylbenzonitrile (0.36 g, 1.11 mmol), acetic anhydride (0.31 mL, 3.29 mmol) and pyridine (3.4 mL) were mixed and allowed to stand at room temperature for 24 hours. The reaction mixture was filtered to remove undissolved solid material and the filtercake was rinsed with ethyl acetate. The combined filtrate was concentrated and the resulting solid was purified by recrystallization (EtOAc/CH2Cl2) and trituration (EtOAc) t... Starting materials: [H-].[Na+] (sodium hydride), CN(C=O)C (dimethylformamide), C(=O)(OC(C)(C)C)N(CCCl)CCCl (N-Boc-bis-(2-chloroethyl)amine), CN(C=O)C (dimethylformamide), O (Water), Intermediate 1, CN(C=O)C (dimethylformamide). Conditions: time 36 hour. Yields the product C(=O)(OC(C)(C)C)N1CCCCC1 (Boc-piperidine). RXN SMILES: [H-].[Na+].[C:3]([N:10]([CH2:14][CH2:15]Cl)[CH2:11][CH2:12]Cl)([O:5][C:6]([CH3:9])([CH3:8])[CH3:7])=[O:4].O.[CH3:18]N(C)C=O>>[C:3]([N:10]1[CH2:14][CH2:15][CH2:18][CH2:12][CH2:11]1)([O:5][C:6]([CH3:9])([CH3:8])[CH3:7])=[O:4] |f:0.1|. Reported procedure: Intermediate 1 (2.5 g, 8.3 mmol) was dissolved in dimethylformamide (6 mL), and added dropwise to a suspension of 60% sodium hydride in mineral oil (635 mg 16.6 mmol) in dimethylformamide (6 mL). When the effervescence had ceased the solution was treated with a solution of N-Boc-bis-(2-chloroethyl)amine (3.75 g, 12 mmol) in dimethylformamide (3 mL). The mixture was stirred at r.t. for 36 hrs. Water (800 mL) was added and the solution was washed with ethyl acetate (2×500 mL). The organic phase wa... The reactants are CCOC(C)=O, CCCCCC, Cc1ccsc1C1COc2c(-c3cccc(OC(F)(F)F)c3)cccc2N1CC(O)C(F)(F)F. Product: CCc1ccsc1C1COc2c(-c3cccc(OC(F)(F)F)c3)cccc2N1CC(O)C(F)(F)F. As a reaction SMILES: [CH3:35][CH2:36][O:37][C:38]([CH3:39])=[O:40].[CH3:41][CH2:42][CH2:43][CH2:44][CH2:45][CH3:46].[F:1][C:2]([CH:3]([CH2:4][N:5]1[CH:6]([c:26]2[s:27][cH:28][cH:29][c:30]2[CH3:31])[CH2:7][O:8][c:9]2[c:10]1[cH:11][cH:12][cH:13][c:14]2-[c:15]1[cH:16][c:17]([O:21][C:22]([F:23])([F:24])[F:25])[cH:18][cH:19][cH:20]1)[OH:32])([F:33])[F:34]>>[F:1][C:2]([CH:3]([CH2:4][N:5]1[CH:6]([c:26]2[s:27][cH:28][cH:29][c:30]2[CH2:31][CH3:35])[CH2:7][O:8][c:9]2[c:10]1[cH:11][cH:12][cH:13][c:14]2-[c:15]1[cH:16][c:17]([O:21][C:22]([F:23])([F:24])[F:25])[cH:18][cH:19][cH:20]1)[OH:32])([F:33])[F:34]. Starting materials: ClC=1C=NC=C(C1CC(=O)O)Cl ((3,5-dichloropyridin-4-yl)-acetic acid), C(=O)(N1C=NC=C1)N1C=NC=C1 (carbonyldiimidazole), COC=1C=C(C=CC1)C(CN)CC(C)C (2-(3-methoxy-phenyl)-4-methyl-pentylamine). Solvent: C1CCOC1 (THF). Yields the product ClC=1C=NC=C(C1CC(=O)NCC(CC(C)C)C1=CC(=CC=C1)OC)Cl (2-(3,5-Dichloro-pyridin-4-yl)-N-[2-(3-methoxy-phenyl)-4-methyl-pentyl]-acetamide). Isolated yield 97.4%. Reaction SMILES: [Cl:1][C:2]1[CH:3]=[N:4][CH:5]=[C:6]([Cl:12])[C:7]=1[CH2:8][C:9]([OH:11])=O.C(N1C=CN=C1)(N1C=CN=C1)=O.[CH3:25][O:26][C:27]1[CH:28]=[C:29]([CH:33]([CH2:36][CH:37]([CH3:39])[CH3:38])[CH2:34][NH2:35])[CH:30]=[CH:31][CH:32]=1>C1COCC1>[Cl:12][C:6]1[CH:5]=[N:4][CH:3]=[C:2]([Cl:1])[C:7]=1[CH2:8][C:9]([NH:35][CH2:34][CH:33]([C:29]1[CH:30]=[CH:31][CH:32]=[C:27]([O:26][CH3:25])[CH:28]=1)[CH2:36][CH:37]([CH3:39])[CH3:38])=[O:11]. Procedure: By working in a way similar to that described in example 4 but using (3,5-dichloropyridin-4-yl)-acetic acid (2.06 g, 10 mmoles), carbonyldiimidazole (1.78 g, 11 mmoles), THF (30 ml) and 2-(3-methoxy-phenyl)-4-methyl-pentylamine (2.07 g, 10 mmoles), obtained as described in example 21, 3.85 g of the title compound were obtained (yield: 97.6%), m.p.: 98-99° C. Starting materials: C1(=CC=CC=C1)CCNC(=O)C/C=C/CC(=O)OC (Methyl E-5-(2-phenylethylaminocarbonyl)pent-3-enoate), C([O-])(O)=O.[Na+] (sodium bicarbonate). Run in CO (methanol), O (water). Yields the product C1(=CC=CC=C1)CCNC(=O)C/C=C/CC(=O)O (E-5-(2-phenylethylaminocarbonyl)pent-3-enoic acid). Yield: 83.4%. As a reaction SMILES: [C:1]1([CH2:7][CH2:8][NH:9][C:10]([CH2:12]/[CH:13]=[CH:14]/[CH2:15][C:16]([O:18]C)=[O:17])=[O:11])[CH:6]=[CH:5][CH:4]=[CH:3][CH:2]=1.C(=O)(O)[O-].[Na+]>CO.O>[C:1]1([CH2:7][CH2:8][NH:9][C:10]([CH2:12]/[CH:13]=[CH:14]/[CH2:15][C:16]([OH:18])=[O:17])=[O:11])[CH:2]=[CH:3][CH:4]=[CH:5][CH:6]=1 |f:1.2|. Procedure: The product of step (a) (13.9 g., 48 mmoles) and sodium bicarbonate (4.05 g., 48 mmoles) in methanol (300 ml) and water (60 ml) was heated at reflux for 8 hr. The solution was evaporated to dryness and the residue partitioned between water and ethyl acetate. The aqueous phase was separated, acidified with dilute hydrochloric acid, and extracted with ethyl acetate. Evaporation of the organic extracts gave the sub-title compound (9.9 g) mp 101°-103°. The reactants are ClC1=NC=CC(=C1)OC=1C=C(C2=C(B(OC2CC(=O)OCC)O)C1)C (ethyl 2-(6-(2-chloropyridin-4-yloxy)-1-hydroxy-4-methyl-1,3-dihydrobenzo[c][1,2]oxaborol-3-yl)acetate), [OH-].[Na+] (NaOH). The solvent is CO.C1CCOC1 (MeOH THF). Reaction conditions: time 2 hour. The product is ClC1=NC=CC(=C1)OC=1C=C(C2=C(B(OC2CC(=O)O)O)C1)C (2-(6-(2-Chloropyridin-4-yloxy)-1-hydroxy-4-methyl-1,3-dihydrobenzo[c][1,2]oxaborol-3-yl)acetic acid). As a reaction SMILES: [Cl:1][C:2]1[CH:7]=[C:6]([O:8][C:9]2[CH:10]=[C:11]([CH3:25])[C:12]3[CH:16]([CH2:17][C:18]([O:20]CC)=[O:19])[O:15][B:14]([OH:23])[C:13]=3[CH:24]=2)[CH:5]=[CH:4][N:3]=1.[OH-].[Na+]>CO.C1COCC1>[Cl:1][C:2]1[CH:7]=[C:6]([O:8][C:9]2[CH:10]=[C:11]([CH3:25])[C:12]3[CH:16]([CH2:17][C:18]([OH:20])=[O:19])[O:15][B:14]([OH:23])[C:13]=3[CH:24]=2)[CH:5]=[CH:4][N:3]=1 |f:1.2,3.4|. Reported procedure: To a solution of ethyl 2-(6-(2-chloropyridin-4-yloxy)-1-hydroxy-4-methyl-1,3-dihydrobenzo[c][1,2]oxaborol-3-yl)acetate in MeOH/THF (6 mL, 1:1) was added aqueous NaOH solution (100 mg in 1.5 mL of water). After stirring at room temperature for two hours, the reaction mixture was evaporated and then acidified to pH 3 using 1 M HCl. This was then extracted with EtOAc, the organic layers were combined, washed by brine and concentrated. HPLC purification gave desired product as a white powder. 1H NMR...